Dataset: the Open Reaction Database (ORD), a public repository of structured organic reaction records. Task: describe an organic reaction: reactants, conditions, products, and yield Reactants: Cl (hydrochloride), NC(C(=O)N)C (α-aminopropionamide), A4, O (water). Yields the product C[C@@H](C(=O)O)N (L-α-alanine), C[C@H](C(=O)N)N (D-α-aminopropionamide). Yield: 50.0%. As a reaction SMILES: Cl.[NH2:2][CH:3]([CH3:7])[C:4]([NH2:6])=[O:5].[OH2:8]>>[CH3:7][C@H:3]([NH2:2])[C:4]([OH:8])=[O:5].[CH3:7][C@@H:3]([NH2:2])[C:4]([NH2:6])=[O:5]. Procedure details: The treatment of one solution at 6% of hydrochloride of α-aminopropionamide in water (pH included between 6.5 to 8.5) can be effected by a suspension of cells of strain A4 at 20 to 40 g of dry matter per liter. Quantitatively L-α-alanine (50%) and D-α-aminopropionamide (50%) is obtained. This amide D can either be hydrolized in D-α-alanine by action of strain R 312 (CBS 717.73) or racemized and recycled with a view to the preparation of L-α-alanine.